This data is from the Open Reaction Database (ORD), a public repository of structured organic reaction records. The task is: describe an organic reaction: reactants, conditions, products, and yield Reactants: BrB(Br)Br, CCOC(=O)c1ccc(C2=Nc3ccccc3Oc3ccc(OC)cc32)cc1, CCO, CO, CCOC(C)=O, ClCCl. Yields the product CCOC(=O)c1ccc(C2=Nc3ccccc3Oc3ccc(O)cc32)cc1. As a reaction SMILES: [B:29]([Br:30])([Br:31])[Br:32].[CH3:1][O:2][c:3]1[cH:4][cH:5][c:6]2[c:7]([cH:28]1)[C:8]([c:17]1[cH:18][cH:19][c:20]([C:21](=[O:22])[O:23][CH2:24][CH3:25])[cH:26][cH:27]1)=[N:9][c:10]1[c:11]([cH:13][cH:14][cH:15][cH:16]1)[O:12]2.[CH3:33][CH2:34][OH:35].[CH3:36][OH:37].[CH3:41][CH2:42][O:43][C:44](=[O:45])[CH3:46].[Cl:38][CH2:39][Cl:40]>>[OH:2][c:3]1[cH:4][cH:5][c:6]2[c:7]([cH:28]1)[C:8]([c:17]1[cH:18][cH:19][c:20]([C:21](=[O:22])[O:23][CH2:24][CH3:25])[cH:26][cH:27]1)=[N:9][c:10]1[c:11]([cH:13][cH:14][cH:15][cH:16]1)[O:12]2. The reactants are COCOc1ccc(C(=O)Cc2cccc(O[Si](C(C)C)(C(C)C)C(C)C)c2)cc1, ClCCl. Product: CC(C)[Si](Oc1cccc(CC(=O)c2ccc(O)cc2)c1)(C(C)C)C(C)C. Reaction SMILES: [CH3:1][O:2][CH2:3][O:4][c:5]1[cH:6][cH:7][c:8]([C:11]([CH2:12][c:13]2[cH:14][c:15]([O:19][Si:20]([CH:21]([CH3:22])[CH3:23])([CH:24]([CH3:25])[CH3:26])[CH:27]([CH3:28])[CH3:29])[cH:16][cH:17][cH:18]2)=[O:30])[cH:9][cH:10]1.[Cl:31][CH2:32][Cl:33]>>[OH:4][c:5]1[cH:6][cH:7][c:8]([C:11]([CH2:12][c:13]2[cH:14][c:15]([O:19][Si:20]([CH:21]([CH3:22])[CH3:23])([CH:24]([CH3:25])[CH3:26])[CH:27]([CH3:28])[CH3:29])[cH:16][cH:17][cH:18]2)=[O:30])[cH:9][cH:10]1. Reactants: C([O-])([O-])=O.[Na+].[Na+] (sodium carbonate), OCCNCCO (bis(2-hydroxyethyl)amine), C(C1=CC=CC=C1)Cl (benzyl chloride). Yields the product OCCN(CCO)CC1=CC=CC=C1 (N,N-bis(2-hydroxyethyl)benzyl amine). RXN SMILES: C(=O)([O-])[O-].[Na+].[Na+].[OH:7][CH2:8][CH2:9][NH:10][CH2:11][CH2:12][OH:13].[CH2:14](Cl)[C:15]1[CH:20]=[CH:19][CH:18]=[CH:17][CH:16]=1>>[OH:7][CH2:8][CH2:9][N:10]([CH2:14][C:15]1[CH:20]=[CH:19][CH:18]=[CH:17][CH:16]=1)[CH2:11][CH2:12][OH:13] |f:0.1.2|. Reported procedure: The improvements in the above process aspects of the invention which afford a substantially quantitative yield of N,N-bis(2-chloroethyl)benzylamine, are based in part on modifications which eliminate formation of by-products and in part on a reverse in the order of addition of reactants. One improvement is based on the use of a molar equivalent quantity of sodium carbonate in the reaction of bis(2-hydroxyethyl)amine with benzyl chloride to produce N,N-bis(2-hydroxyethyl)benzyl amine, thereby com... Reactants: C1(CC1)C=1C=CC(=NC1OCC1=NC=CC=C1)C(=O)O (5-cyclopropyl-6-(pyridin-2-ylmethoxy)-pyridine-2-carboxylic acid), Cl.CC1=NC(=NO1)C1(CCC1)N (1-(5-methyl-1,2,4-oxadiazol-3-yl)-cyclobutanamine hydrochloride). The product is C1(CC1)C=1C=CC(=NC1OCC1=NC=CC=C1)C(=O)NC1(CCC1)C1=NOC(=N1)C (5-Cyclopropyl-N-(1-(5-methyl-1,2,4-oxadiazol-3-yl)cyclobutyl)-6-(pyridin-2-ylmethoxy)picolinamide). As a reaction SMILES: [CH:1]1([C:4]2[CH:5]=[CH:6][C:7]([C:18]([OH:20])=O)=[N:8][C:9]=2[O:10][CH2:11][C:12]2[CH:17]=[CH:16][CH:15]=[CH:14][N:13]=2)[CH2:3][CH2:2]1.Cl.[CH3:22][C:23]1[O:27][N:26]=[C:25]([C:28]2([NH2:32])[CH2:31][CH2:30][CH2:29]2)[N:24]=1>>[CH:1]1([C:4]2[CH:5]=[CH:6][C:7]([C:18]([NH:32][C:28]3([C:25]4[N:24]=[C:23]([CH3:22])[O:27][N:26]=4)[CH2:31][CH2:30][CH2:29]3)=[O:20])=[N:8][C:9]=2[O:10][CH2:11][C:12]2[CH:17]=[CH:16][CH:15]=[CH:14][N:13]=2)[CH2:2][CH2:3]1 |f:1.2|. Procedure details: The title compound was synthesized in analogy to Example 1, using 5-cyclopropyl-6-(pyridin-2-ylmethoxy)-pyridine-2-carboxylic acid and 1-(5-methyl-1,2,4-oxadiazol-3-yl)-cyclobutanamine hydrochloride (1:1) (CAN 1170897-28-5) as starting materials, MS (EI): m/e=406.2 [M+H]+. Starting materials: CCOC(=O)c1cc(C([PH2]=O)(c2ccccc2)c2ccccc2)no1, CCCCc1noc(C)c1C=O, C1CCOC1, [Li]CCCC. The product is CCCCc1noc(C)c1C=Cc1cc(C(=O)OCC)on1. RXN SMILES: [CH2:1]([CH3:2])[O:3][C:4](=[O:5])[c:6]1[cH:7][c:8]([C:11]([c:12]2[cH:13][cH:14][cH:15][cH:16][cH:17]2)([c:18]2[cH:19][cH:20][cH:21][cH:22][cH:23]2)[PH2:24]=[O:25])[n:9][o:10]1.[CH2:31]([CH2:32][CH2:33][CH3:34])[c:35]1[n:36][o:37][c:38]([CH3:42])[c:39]1[CH:40]=[O:41].[CH2:43]1[O:44][CH2:45][CH2:46][CH2:47]1.[CH3:26][CH2:27][CH2:28][CH2:29][Li:30]>>[CH2:1]([CH3:2])[O:3][C:4](=[O:5])[c:6]1[cH:7][c:8]([CH:11]=[CH:40][c:39]2[c:35]([CH2:31][CH2:32][CH2:33][CH3:34])[n:36][o:37][c:38]2[CH3:42])[n:9][o:10]1. Reactants: S([O-])(O)=O.[Na+] (sodium bisulfite), C([O-])(O)=O.[Na+] (sodium bicarbonate), ClC1=CC(=CC=C1)C(=O)OO (m-Chloroperbenzoic acid), [Si](C1=CC=CC=C1)(C1=CC=CC=C1)(C(C)(C)C)OCCC[C@@H]1[C@@H]([C@H](C(O1)=O)SC1=CC=CC=C1)C1=CC=CC=C1 ((3R*,4S*,5R*)-5-[3-(t-butyldiphenylsilyloxy)propyl] -2-oxo-4-phenyl-3-phenylthiotetrahydrofuran). Run in C(C)OCC (diethyl ether), ClCCl (dichloromethane). Run at temperature 0 celsius, time 30 minute. Yields the product (3R*,4S*,5R*)-5-[3-(t-butyldiphenylsilyloxy)propyl], O=C1OCC(C1S(=O)C1=CC=CC=C1)C1=CC=CC=C1 (oxo-4-phenyl-3-phenylsulfinyltetrahydrofuran). Reaction SMILES: ClC1C=CC=C(C(OO)=[O:9])C=1.[Si](OCCC[C@H:33]1[O:37][C:36](=[O:38])[C@H:35]([S:39][C:40]2[CH:45]=[CH:44][CH:43]=[CH:42][CH:41]=2)[C@H:34]1[C:46]1[CH:51]=[CH:50][CH:49]=[CH:48][CH:47]=1)(C(C)(C)C)(C1C=CC=CC=1)C1C=CC=CC=1.S(=O)(O)[O-].[Na+].C(=O)(O)[O-].[Na+]>ClCCl.C(OCC)C>[O:38]=[C:36]1[CH:35]([S:39]([C:40]2[CH:45]=[CH:44][CH:43]=[CH:42][CH:41]=2)=[O:9])[CH:34]([C:46]2[CH:51]=[CH:50][CH:49]=[CH:48][CH:47]=2)[CH2:33][O:37]1 |f:2.3,4.5|. Reported procedure: m-Chloroperbenzoic acid (242 mg) was added to a solution of (3R*,4S*,5R*)-5-[3-(t-butyldiphenylsilyloxy)propyl] -2-oxo-4-phenyl-3-phenylthiotetrahydrofuran in dichloromethane (10 ml) at 0° C. and the resulting mixture was stirred at 0° C. for 30 minutes. The resulting mixture was poured into a mixture of diethyl ether, aqueous sodium bisulfite and aqueous sodium bicarbonate. The organic layer was separated, washed with water and brine successively, dried over ( magnesium sulfate, and evaporated ... The reactants are CC(C)(C)OC(=O)N1Cc2ccccc2CC1C=Cc1ccc(N2CC(=O)N(CC[Si](C)(C)C)S2(=O)=O)c(OCc2ccccc2)c1, ClCCl, O=C(O)C(F)(F)F. Product: C[Si](C)(C)CCN1C(=O)CN(c2ccc(C=CC3Cc4ccccc4CN3)cc2OCc2ccccc2)S1(=O)=O. Reaction SMILES: [C:1]([O:2][C:3](=[O:4])[N:8]1[CH2:9][c:10]2[cH:11][cH:12][cH:13][cH:14][c:15]2[CH2:16][CH:17]1[CH:18]=[CH:19][c:20]1[cH:21][c:22]([O:40][CH2:41][c:42]2[cH:43][cH:44][cH:45][cH:46][cH:47]2)[c:23]([N:26]2[S:27](=[O:38])(=[O:39])[N:28]([CH2:32][CH2:33][Si:34]([CH3:35])([CH3:36])[CH3:37])[C:29](=[O:31])[CH2:30]2)[cH:24][cH:25]1)([CH3:5])([CH3:6])[CH3:7].[Cl:55][CH2:56][Cl:57].[F:48][C:49]([F:50])([F:51])[C:52]([OH:53])=[O:54]>>[NH:8]1[CH2:9][c:10]2[cH:11][cH:12][cH:13][cH:14][c:15]2[CH2:16][CH:17]1[CH:18]=[CH:19][c:20]1[cH:21][c:22]([O:40][CH2:41][c:42]2[cH:43][cH:44][cH:45][cH:46][cH:47]2)[c:23]([N:26]2[S:27](=[O:38])(=[O:39])[N:28]([CH2:32][CH2:33][Si:34]([CH3:35])([CH3:36])[CH3:37])[C:29](=[O:31])[CH2:30]2)[cH:24][cH:25]1. Starting materials: C1CCOC1, O=C=NCc1ccc(Cl)c(Cl)c1, Cc1ccc(S(=O)(=O)Cc2csc(N)n2)cc1. The product is Cc1ccc(S(=O)(=O)Cc2csc(NC(=O)NCc3ccc(Cl)c(Cl)c3)n2)cc1. Reaction SMILES: [CH2:30]1[O:31][CH2:32][CH2:33][CH2:34]1.[Cl:18][c:19]1[cH:20][c:21]([CH2:22][N:23]=[C:24]=[O:25])[cH:26][cH:27][c:28]1[Cl:29].[c:1]1([CH3:17])[cH:2][cH:3][c:4]([S:7](=[O:8])(=[O:9])[CH2:10][c:11]2[n:12][c:13]([NH2:16])[s:14][cH:15]2)[cH:5][cH:6]1>>[c:1]1([CH3:17])[cH:2][cH:3][c:4]([S:7](=[O:8])(=[O:9])[CH2:10][c:11]2[n:12][c:13]([NH:16][C:24]([NH:23][CH2:22][c:21]3[cH:20][c:19]([Cl:18])[c:28]([Cl:29])[cH:27][cH:26]3)=[O:25])[s:14][cH:15]2)[cH:5][cH:6]1. Starting materials: C1(=CC=CC=C1)S(=O)(=O)Cl (benzenesulfonyl chloride), N1=CC=CC=C1 (Pyridine), ClC1=C(SC=C1)CC(CC)N (3-chloro-2-(2-aminobutyl)thiophene). Run in C(C)OCC (diethyl ether), C(Cl)Cl (methylene chloride), C(Cl)Cl (methylene chloride). Conditions: temperature 15 celsius, time 4 hour. Yields the product ClC1=C(SC=C1)C[C@@H](CC)NS(=O)(=O)C1=CC=C(C=C1)C ((R)-N-[1-[(3-chlorothien-2-yl)methyl]propyl]-4-methylbenzenesulfonamide). As a reaction SMILES: [Cl:1][C:2]1[CH:6]=[CH:5][S:4][C:3]=1[CH2:7][CH:8]([NH2:11])[CH2:9][CH3:10].N1C=CC=C[CH:13]=1.[C:18]1([S:24](Cl)(=[O:26])=[O:25])[CH:23]=[CH:22][CH:21]=[CH:20][CH:19]=1>C(Cl)Cl.C(OCC)C>[Cl:1][C:2]1[CH:6]=[CH:5][S:4][C:3]=1[CH2:7][C@H:8]([NH:11][S:24]([C:18]1[CH:23]=[CH:22][C:21]([CH3:13])=[CH:20][CH:19]=1)(=[O:26])=[O:25])[CH2:9][CH3:10]. Procedure details: Five grams of 3-chloro-2-(2-aminobutyl)thiophene is dissolved in 10 ml of methylene chloride in a 3-neck round bottomed flask blanketed with an inert atmosphere at 0° C. Pyridine (2.2 ml) is added in one portion followed by 3.37 ml of benzenesulfonyl chloride. The latter reagent is added at such a rate as to allow the methylene chloride solution to warm to 15° C. After warming to ambient temperature, the mixture is stirred for 4 hours and diluted with 100 ml of diethyl ether. The solution is pou... As a reaction SMILES: [CH3:38][OH:39].[CH3:40][CH2:41][O:42][C:43](=[O:44])[CH3:45].[Cl:1][c:2]1[cH:3][c:4]([O:28][C:29](=[O:30])[CH3:31])[c:5]([O:6][CH2:7][CH:8]([CH2:9][N:10]2[C:11](=[O:20])[c:12]3[c:13]([cH:16][cH:17][cH:18][cH:19]3)[C:14]2=[O:15])[O:21][S:22]([CH3:23])(=[O:24])=[O:25])[cH:26][cH:27]1.[Na+:32].[Na+:33].[O-:34][C:35](=[O:36])[O-:37]>>[Cl:1][c:2]1[cH:3][c:4]2[c:5]([cH:26][cH:27]1)[O:6][CH2:7][CH:8]([CH2:9][N:10]1[C:11](=[O:20])[c:12]3[c:13]([cH:16][cH:17][cH:18][cH:19]3)[C:14]1=[O:15])[O:21]2. Yields the product O=C1c2ccccc2C(=O)N1CC1COc2ccc(Cl)cc2O1. Reactants: CO, CCOC(C)=O, CC(=O)Oc1cc(Cl)ccc1OCC(CN1C(=O)c2ccccc2C1=O)OS(C)(=O)=O, [Na+], [Na+], O=C([O-])[O-].